From a dataset of the Open Reaction Database (ORD), a public repository of structured organic reaction records. describe an organic reaction: reactants, conditions, products, and yield Reactants: O (water), FC1=CC=C(C=C1)CC#N (4-fluorophenylacetonitrile), C(C1=CC=NC=C1)(=O)OCC (ethyl isonicotinate), [Na] (Sodium). The solvent is C(C)O (ethanol). Yields the product FC1=CC=C(C=C1)C(C#N)C(C1=CC=NC=C1)=O (2-(4-fluorophenyl)-3-oxo-3-(pyridin-4-yl)propanenitrile). RXN SMILES: [Na].[F:2][C:3]1[CH:8]=[CH:7][C:6]([CH2:9][C:10]#[N:11])=[CH:5][CH:4]=1.[C:12](OCC)(=[O:19])[C:13]1[CH:18]=[CH:17][N:16]=[CH:15][CH:14]=1.O>C(O)C>[F:2][C:3]1[CH:8]=[CH:7][C:6]([CH:9]([C:12](=[O:19])[C:13]2[CH:18]=[CH:17][N:16]=[CH:15][CH:14]=2)[C:10]#[N:11])=[CH:5][CH:4]=1 |^1:0|. Procedure: Sodium (2.48 g) was dissolved in dry ethanol (37 ml) under nitrogen atmosphere. To the solution was added 4-fluorophenylacetonitrile (11.65 g) and ethyl isonicotinate (16.41 ml) and the solution was refluxed for 3 hours. The reaction mixture was cooled and poured into water. The ethanol of the mixture was removed under reduced pressure. The resulting aqueous solution was washed with ether and neutralized with diluted hydrochloric acid. The separated solid was collected, washed with water and dri... Reactants: COC1=CC=C(C(=O)N)C=C1 (4-methoxybenzamide), C(C(=O)Cl)(=O)Cl (oxalyl chloride). Solvent: ClCCl (dichloromethane). Yields the product COC1=CC=C(C(=O)N=C=O)C=C1 (4-Methoxybenzoyl isocyanate). As a reaction SMILES: [CH3:1][O:2][C:3]1[CH:11]=[CH:10][C:6]([C:7]([NH2:9])=[O:8])=[CH:5][CH:4]=1.C(Cl)(=O)[C:13](Cl)=[O:14]>ClCCl>[CH3:1][O:2][C:3]1[CH:11]=[CH:10][C:6]([C:7]([N:9]=[C:13]=[O:14])=[O:8])=[CH:5][CH:4]=1. Reported procedure: To 4-methoxybenzamide (2.6 mmol) in dichloromethane (10 mL) was added oxalyl chloride 98% (6.61 mmol) dropwise. The mixture was heated to reflux for 20 h. Reaction completion monitored by TLC. The solvent was removed in vacuo (40° C., 760 mmHg) to obtain title compound D11, which was immediately used without purification. Reactants: BrCc1ccccc1, CC(N)=S, ClC(Cl)Cl. Yields the product Br, CC(=N)SCc1ccccc1. As a reaction SMILES: [Br:5][CH2:6][c:7]1[cH:8][cH:9][cH:10][cH:11][cH:12]1.[CH3:1][C:2]([NH2:3])=[S:4].[Cl:13][CH:14]([Cl:15])[Cl:16]>>[BrH:5].[CH3:1][C:2](=[NH:3])[S:4][CH2:6][c:7]1[cH:8][cH:9][cH:10][cH:11][cH:12]1. Solvent: O1CCCC1 (tetrahydrofuran), O1CCCC1 (tetrahydrofuran). Reactants: C(C)OC1=CC(CC1)=O (3-ethoxycyclopent-2-enone), C(CC=C)[Mg]Br (3-butenylmagnesium bromide), Cl (hydrochloric acid). RXN SMILES: C(O[C:4]1[CH2:8][CH2:7][C:6](=[O:9])[CH:5]=1)C.[CH2:10]([Mg]Br)[CH2:11][CH:12]=[CH2:13].Cl>O1CCCC1>[CH2:13]([C:4]1[CH2:8][CH2:7][C:6](=[O:9])[CH:5]=1)[CH2:12][CH:11]=[CH2:10]. Conditions: temperature -78 celsius, time 3 hour. Reported procedure: To a solution of 3-ethoxycyclopent-2-enone (2.37 g) in tetrahydrofuran (30 mL) was added dropwise a 0.5M tetrahydrofuran solution of 3-butenylmagnesium bromide (38.4 mL) under nitrogen atmosphere at −78° C. over 10 minutes, followed by stirring at −78° C. for 3 hours and then at room temperature overnight. Then, after addition of 2N aqueous hydrochloric acid solution, the reaction mixture was stirred for 30 minutes and then extracted with ethyl acetate twice. The organic layer was washed with sa... Yields the product C(CC=C)C1=CC(CC1)=O (3-(3-butenyl)cyclopent-2-enone). Reactants: FC1=C(C(=CC=C1)F)C=1C=C2C(=NN(C2=CC1)C1OCCCC1)C=1C=C(C=NC1)N1CCC(CC1)NC(OC(C)(C)C)=O (tert-butyl 1-(5-(5-(2,6-difluorophenyl)-1-(tetrahydro-2H-pyran-2-yl)-1H-indazol-3-yl)pyridin-3-yl)piperidin-4-ylcarbamate), Cl (HCl). Run in O1CCOCC1 (dioxane). Run at temperature 85 celsius, time 1 hour. Yields the product FC1=C(C(=CC=C1)F)C=1C=C2C(=NNC2=CC1)C=1C=C(C=NC1)N1CCC(CC1)N (1-(5-(5-(2,6-difluorophenyl)-1H-indazol-3-yl)pyridin-3-yl)piperidin-4-amine). RXN SMILES: [F:1][C:2]1[CH:7]=[CH:6][CH:5]=[C:4]([F:8])[C:3]=1[C:9]1[CH:10]=[C:11]2[C:15](=[CH:16][CH:17]=1)[N:14](C1CCCCO1)[N:13]=[C:12]2[C:24]1[CH:25]=[C:26]([N:30]2[CH2:35][CH2:34][CH:33]([NH:36]C(=O)OC(C)(C)C)[CH2:32][CH2:31]2)[CH:27]=[N:28][CH:29]=1.Cl>O1CCOCC1>[F:1][C:2]1[CH:7]=[CH:6][CH:5]=[C:4]([F:8])[C:3]=1[C:9]1[CH:10]=[C:11]2[C:15](=[CH:16][CH:17]=1)[NH:14][N:13]=[C:12]2[C:24]1[CH:25]=[C:26]([N:30]2[CH2:35][CH2:34][CH:33]([NH2:36])[CH2:32][CH2:31]2)[CH:27]=[N:28][CH:29]=1. Reported procedure: A solution of tert-butyl 1-(5-(5-(2,6-difluorophenyl)-1-(tetrahydro-2H-pyran-2-yl)-1H-indazol-3-yl)pyridin-3-yl)piperidin-4-ylcarbamate (120 mg, 0.204 mmol) in dioxane (5 mL) was treated with concentrated HCl (0.113 mL, 2.035 mmol). The reaction was heated to 85° C. After 1 h, the reaction was cooled to 23° C. and concentrated. The residue (as HCl salt) was free-based using a Silicycle Si-propylsulfonic acid ion exchange column (catalog # R51230B). The compound was diluted in MeOH and added to a... Starting materials: CC(C)(C)OC(=O)NC(CNC1CCOCC1)c1ccccc1, ClCCl, O=C(O)C(F)(F)F. Product: O=C(O)C(F)(F)F, NC(CNC1CCOCC1)c1ccccc1. Reaction SMILES: [C:1]([O:2][C:3](=[O:4])[NH:7][CH:8]([CH2:9][NH:10][CH:11]1[CH2:12][CH2:13][O:14][CH2:15][CH2:16]1)[c:17]1[cH:18][cH:19][cH:20][cH:21][cH:22]1)([CH3:5])([CH3:6])[CH3:23].[Cl:31][CH2:32][Cl:33].[F:24][C:25]([C:26](=[O:27])[OH:28])([F:29])[F:30]>>[F:24][C:25]([C:26](=[O:27])[OH:28])([F:29])[F:30].[NH2:7][CH:8]([CH2:9][NH:10][CH:11]1[CH2:12][CH2:13][O:14][CH2:15][CH2:16]1)[c:17]1[cH:18][cH:19][cH:20][cH:21][cH:22]1. Starting materials: ClCCl, COc1ccc(CNc2c(F)c(NCCNc3ccccn3)c3c4c2c(=O)c(C(=O)O)cn4C(c2ccccc2)CO3)cc1, O=C(O)C(F)(F)F. Product: Nc1c(F)c(NCCNc2ccccn2)c2c3c1c(=O)c(C(=O)O)cn3C(c1ccccc1)CO2. Reaction SMILES: [Cl:52][CH2:53][Cl:54].[F:1][c:2]1[c:3]([NH:35][CH2:36][CH2:37][NH:38][c:39]2[n:40][cH:41][cH:42][cH:43][cH:44]2)[c:4]2[c:5]3[n:6]([cH:16][c:17]([C:32](=[O:33])[OH:34])[c:18](=[O:31])[c:19]3[c:20]1[NH:21][CH2:22][c:23]1[cH:24][cH:25][c:26]([O:27][CH3:28])[cH:29][cH:30]1)[CH:7]([c:10]1[cH:11][cH:12][cH:13][cH:14][cH:15]1)[CH2:8][O:9]2.[F:45][C:46]([F:47])([F:48])[C:49]([OH:50])=[O:51]>>[F:1][c:2]1[c:3]([NH:35][CH2:36][CH2:37][NH:38][c:39]2[n:40][cH:41][cH:42][cH:43][cH:44]2)[c:4]2[c:5]3[n:6]([cH:16][c:17]([C:32](=[O:33])[OH:34])[c:18](=[O:31])[c:19]3[c:20]1[NH2:21])[CH:7]([c:10]1[cH:11][cH:12][cH:13][cH:14][cH:15]1)[CH2:8][O:9]2. Starting materials: [N+](=O)([O-])C1=C(O)C=CC=C1O (2-nitroresorcinol), N1=CC=CC=C1 (pyridine), C(C)(=O)OC(C)=O (acetic anhydride). Reaction conditions: time 1 hour. Yields the product C(C)(=O)OC1=C(C(=CC=C1)OC)[N+](=O)[O-] (3-methoxy-2-nitrophenyl acetate). RXN SMILES: [N+:1]([C:4]1[C:10]([OH:11])=[CH:9][CH:8]=[CH:7][C:5]=1[OH:6])([O-:3])=[O:2].N1C=CC=C[CH:13]=1.[C:18](OC(=O)C)(=[O:20])[CH3:19]>>[C:18]([O:6][C:5]1[CH:7]=[CH:8][CH:9]=[C:10]([O:11][CH3:13])[C:4]=1[N+:1]([O-:3])=[O:2])(=[O:20])[CH3:19]. Procedure: To a mixture of 2.01 g (1.3 mmol) of 2-nitroresorcinol in 15 ml of dry pyridine 0.28 ml (1.36 mmol) of acetic anhydride was added dropwise at 0° C. The resulting mixture was allowed to warm to room temperature. After 1 h of stirring at room temperature the solvent was removed by evaporation in vacuo and the residue diluted to 10 ml with anhydrous acetonitrile. To this 2 g of anhydrous potassium carbonate was added followed by the addition of 1.5 ml of methyl iodide. The resulting suspension was ... The reactants are O=C([O-])[O-], CN(C)C=O, [K+], [K+], O, CCOC(=O)COc1cccc2c1CCc1sc(S)nc1-2, ICC(c1ccccc1)c1ccccc1. The product is CCOC(=O)COc1cccc2c1CCc1sc(SCC(c3ccccc3)c3ccccc3)nc1-2. RXN SMILES: [C:37](=[O:38])([O-:39])[O-:40].[CH3:43][N:44]([CH3:45])[CH:46]=[O:47].[K+:41].[K+:42].[OH2:48].[SH:1][c:2]1[s:3][c:4]2[c:5]([n:6]1)-[c:7]1[cH:8][cH:9][cH:10][c:11]([O:15][CH2:16][C:17](=[O:18])[O:19][CH2:20][CH3:21])[c:12]1[CH2:13][CH2:14]2.[c:22]1([CH:28]([CH2:29][I:30])[c:31]2[cH:32][cH:33][cH:34][cH:35][cH:36]2)[cH:23][cH:24][cH:25][cH:26][cH:27]1>>[S:1]([c:2]1[s:3][c:4]2[c:5]([n:6]1)-[c:7]1[cH:8][cH:9][cH:10][c:11]([O:15][CH2:16][C:17](=[O:18])[O:19][CH2:20][CH3:21])[c:12]1[CH2:13][CH2:14]2)[CH2:29][CH:28]([c:22]1[cH:23][cH:24][cH:25][cH:26][cH:27]1)[c:31]1[cH:32][cH:33][cH:34][cH:35][cH:36]1.